This data is from the Open Reaction Database (ORD), a public repository of structured organic reaction records. The task is: describe an organic reaction: reactants, conditions, products, and yield Product: CC(C(=O)OCC)(C(=O)OCC)OC1=C(C=C(C(=C1)C)C(N(C(C)C)[C@H]1CN(CCC1)C(=O)OC(C)(C)C)=O)[N+](=O)[O-] (diethyl methyl(5-methyl-4-{[(3R)-1-{[(2-methyl-2-propanyl)oxy]carbonyl}-3-piperidinyl](2-propanyl)carbamoyl}-2-nitrophenoxy)propanedioate). RXN SMILES: [OH:1][C:2]1[C:7]([N+:8]([O-:10])=[O:9])=[CH:6][C:5]([C:11]([N:13]([CH:27]([CH3:29])[CH3:28])[C@@H:14]2[CH2:19][CH2:18][CH2:17][N:16]([C:20]([O:22][C:23]([CH3:26])([CH3:25])[CH3:24])=[O:21])[CH2:15]2)=[O:12])=[C:4]([CH3:30])[CH:3]=1.C(=O)([O-])[O-].[K+].[K+].Br[C:38]([CH3:49])([C:44]([O:46][CH2:47][CH3:48])=[O:45])[C:39]([O:41][CH2:42][CH3:43])=[O:40]>CN(C)C=O>[CH3:49][C:38]([O:1][C:2]1[CH:3]=[C:4]([CH3:30])[C:5]([C:11](=[O:12])[N:13]([C@@H:14]2[CH2:19][CH2:18][CH2:17][N:16]([C:20]([O:22][C:23]([CH3:24])([CH3:25])[CH3:26])=[O:21])[CH2:15]2)[CH:27]([CH3:28])[CH3:29])=[CH:6][C:7]=1[N+:8]([O-:10])=[O:9])([C:39]([O:41][CH2:42][CH3:43])=[O:40])[C:44]([O:46][CH2:47][CH3:48])=[O:45] |f:1.2.3|. The yield is 105.5%. Reaction conditions: temperature 80 celsius, time 8 hour. Solvent: CN(C=O)C (N,N-dimethylformamide). The reactants are OC1=CC(=C(C=C1[N+](=O)[O-])C(=O)N([C@H]1CN(CCC1)C(=O)OC(C)(C)C)C(C)C)C (2-methyl-2-propanyl (3R)-3-{[(4-hydroxy-2-methyl-5-nitrophenyl)carbonyl](2-propanyl)amino}-1-piperidinecarboxylate), C([O-])([O-])=O.[K+].[K+] (potassium carbonate), BrC(C(=O)OCC)(C(=O)OCC)C (diethyl 2-bromo-2-methylmalonate). Procedure details: To a solution of the obtained 2-methyl-2-propanyl (3R)-3-{[(4-hydroxy-2-methyl-5-nitrophenyl)carbonyl](2-propanyl)amino}-1-piperidinecarboxylate (138 g) in N,N-dimethylformamide (1000 ml) were added potassium carbonate (91 g), diethyl 2-bromo-2-methylmalonate (94 g), and the mixture was stirred at 80° C. for 8 hours. The reaction solution was allowed to cool to room temperature, filtered through celite, and to the filtrate were added a 5% aqueous sodium hydrogen sulfate solution and ethyl acetat... The reactants are CC(C)(C)OC(=O)N1CCN2C(=O)c3c(cc(Br)cc3C(F)(F)F)C2C1, O=C([O-])[O-], COCCOC, CC=CB(O)O, [K+], [K+], O, c1ccc(P(c2ccccc2)(c2ccccc2)[Pd](P(c2ccccc2)(c2ccccc2)c2ccccc2)(P(c2ccccc2)(c2ccccc2)c2ccccc2)P(c2ccccc2)(c2ccccc2)c2ccccc2)cc1. The product is CC=Cc1cc2c(c(C(F)(F)F)c1)C(=O)N1CCN(C(=O)OC(C)(C)C)CC21. As a reaction SMILES: [C:1]([CH3:2])([CH3:3])([CH3:4])[O:5][C:6](=[O:7])[N:8]1[CH2:9][CH:10]2[N:11]([C:12](=[O:24])[c:13]3[c:14]([C:20]([F:21])([F:22])[F:23])[cH:15][c:16]([Br:19])[cH:17][c:18]32)[CH2:25][CH2:26]1.[C:33](=[O:34])([O-:35])[O-:36].[CH3:40][O:41][CH2:42][CH2:43][O:44][CH3:45].[CH:27](=[CH:28][CH3:29])[B:30]([OH:31])[OH:32].[K+:37].[K+:38].[OH2:39].[cH:46]1[cH:47][cH:48][c:49]([P:50]([Pd:51]([P:52]([c:53]2[cH:54][cH:55][cH:56][cH:57][cH:58]2)([c:59]2[cH:60][cH:61][cH:62][cH:63][cH:64]2)[c:65]2[cH:66][cH:67][cH:68][cH:69][cH:70]2)([P:71]([c:72]2[cH:73][cH:74][cH:75][cH:76][cH:77]2)([c:78]2[cH:79][cH:80][cH:81][cH:82][cH:83]2)[c:84]2[cH:85][cH:86][cH:87][cH:88][cH:89]2)[P:90]([c:91]2[cH:92][cH:93][cH:94][cH:95][cH:96]2)([c:97]2[cH:98][cH:99][cH:100][cH:101][cH:102]2)[c:103]2[cH:104][cH:105][cH:106][cH:107][cH:108]2)([c:109]2[cH:110][cH:111][cH:112][cH:113][cH:114]2)[c:115]2[cH:116][cH:117][cH:118][cH:119][cH:120]2)[cH:121][cH:122]1>>[C:1]([CH3:2])([CH3:3])([CH3:4])[O:5][C:6](=[O:7])[N:8]1[CH2:9][CH:10]2[N:11]([C:12](=[O:24])[c:13]3[c:14]([C:20]([F:21])([F:22])[F:23])[cH:15][c:16]([CH:27]=[CH:28][CH3:29])[cH:17][c:18]32)[CH2:25][CH2:26]1. The reactants are C=CCc1c(OCC(=O)OCC)ccc2c(CCc3nc(-c4ccc(Cl)cc4Cl)oc3C(C)C)noc12, CCO. The product is CCCc1c(OCC(=O)OCC)ccc2c(CCc3nc(-c4ccc(Cl)cc4Cl)oc3C(C)C)noc12. As a reaction SMILES: [CH2:1]([CH:2]=[CH2:3])[c:4]1[c:5]([O:31][CH2:32][C:33](=[O:34])[O:35][CH2:36][CH3:37])[cH:6][cH:7][c:8]2[c:9]([CH2:13][CH2:14][c:15]3[n:16][c:17](-[c:23]4[c:24]([Cl:30])[cH:25][c:26]([Cl:29])[cH:27][cH:28]4)[o:18][c:19]3[CH:20]([CH3:21])[CH3:22])[n:10][o:11][c:12]12.[CH3:38][CH2:39][OH:40]>>[CH2:1]([CH2:2][CH3:3])[c:4]1[c:5]([O:31][CH2:32][C:33](=[O:34])[O:35][CH2:36][CH3:37])[cH:6][cH:7][c:8]2[c:9]([CH2:13][CH2:14][c:15]3[n:16][c:17](-[c:23]4[c:24]([Cl:30])[cH:25][c:26]([Cl:29])[cH:27][cH:28]4)[o:18][c:19]3[CH:20]([CH3:21])[CH3:22])[n:10][o:11][c:12]12. The reactants are O=C(O)COc1ccccc1, COC(=O)c1cc(S(N)(=O)=O)ccc1OC. Reagents/catalysts: CCOP(=O)(OCC)ON1C(=O)C2=CC=CC=C2N=N1 (DEPBT), CCN(C(C)C)C(C)C (DIPEA). The solvent is CN(C)C=O (DMF), CN(C)C=O (DMF), CN(C)C=O (DMF), CN(C)C=O (DMF), CN(C)C=O (DMF), CN(C)C=O (DMF). Run at temperature 25 celsius, time 2 hour. Product: COC(=O)c1cc(S(=O)(=O)NC(=O)COc2ccccc2)ccc1OC. Yield: 32.5%. As a reaction SMILES: COC(=O)c1cc(S(N)(=O)=O)ccc1OC.O=C(O)COc1ccccc1.CCOP(=O)(OCC)ON1C(=O)C2=CC=CC=C2N=N1.CCN(C(C)C)C(C)C.CN(C)C=O>>COC(=O)c1cc(S(=O)(=O)NC(=O)COc2ccccc2)ccc1OC. Starting materials: N1C=CC2=CC=CC=C12 (indole), N1=CC(=CC=C1)CCl (3-pyridylmethyl chloride), [H-].[Na+] (NaH), N1=CC(=CC=C1)CN1C(=C(C2=CC(=CC=C12)OCC1=NC2=CC=CC=C2C=C1)CCON=CC(=O)O)C (glyoxylic acid-O-2-[1-(3-pyridylmethyl)-5-(quinol-2-ylmethoxy)-2-methylindol-3-yl]ethyl oxime), FC(C(=O)O)(F)F (trifluoroacetic acid). Product: N1=CC(=CC=C1)CN1C(=C(C2=CC(=CC=C12)OCC1=NC2=CC=CC=C2C=C1)CCON=CC(=O)O)C (glyoxylic acid-O-2-[1-(3-pyridylmethyl)-5-(quinol-2-ylmethoxy)-2-methylindol-3-yl]ethyl oxime), N1=CC(=CC=C1)CN1C(=C(C2=CC(=CC=C12)OCC1=NC2=CC=CC=C2C=C1)CCON=CC(=O)OC=1C=NC=CC1)C (glyoxylic acid 3-pyridyl ester-O-2-[1-(3-pyridylmethyl)-5-(quinol-2-ylmethoxy)-2-methylindol-3-yl]ethyl oxime). Reaction SMILES: [N:1]1[CH:6]=[CH:5][CH:4]=[C:3]([CH2:7][N:8]2[C:16]3[C:11](=[CH:12][C:13]([O:17][CH2:18][C:19]4[CH:28]=[CH:27][C:26]5[C:21](=[CH:22][CH:23]=[CH:24][CH:25]=5)[N:20]=4)=[CH:14][CH:15]=3)[C:10]([CH2:29][CH2:30][O:31][N:32]=[CH:33][C:34]([OH:36])=[O:35])=[C:9]2[CH3:37])[CH:2]=1.FC(F)(F)C(O)=O.[NH:45]1[C:53]2[C:48](=[CH:49][CH:50]=[CH:51]C=2)C=C1.N1C=CC=C(CCl)C=1.[H-].[Na+]>>[N:1]1[CH:6]=[CH:5][CH:4]=[C:3]([CH2:7][N:8]2[C:16]3[C:11](=[CH:12][C:13]([O:17][CH2:18][C:19]4[CH:28]=[CH:27][C:26]5[C:21](=[CH:22][CH:23]=[CH:24][CH:25]=5)[N:20]=4)=[CH:14][CH:15]=3)[C:10]([CH2:29][CH2:30][O:31][N:32]=[CH:33][C:34]([OH:36])=[O:35])=[C:9]2[CH3:37])[CH:2]=1.[N:1]1[CH:6]=[CH:5][CH:4]=[C:3]([CH2:7][N:8]2[C:16]3[C:11](=[CH:12][C:13]([O:17][CH2:18][C:19]4[CH:28]=[CH:27][C:26]5[C:21](=[CH:22][CH:23]=[CH:24][CH:25]=5)[N:20]=4)=[CH:14][CH:15]=3)[C:10]([CH2:29][CH2:30][O:31][N:32]=[CH:33][C:34]([O:36][C:48]3[CH:53]=[N:45][CH:51]=[CH:50][CH:49]=3)=[O:35])=[C:9]2[CH3:37])[CH:2]=1 |f:4.5|. Procedure: The title compound is prepared by reaction of glyoxylic acid-O-2-[1-(3-pyridylmethyl)-5-(quinol-2-ylmethoxy)-2-methylindol-3-yl]ethyl oxime with trifluoroacetic acid to remove the t-BOC group followed by reaction of the indole intermediate with two equivalents of 3-pyridylmethyl chloride in the presence of a suitable base such as NaH to provide the intermediate glyoxylic acid 3-pyridyl ester-O-2-[1-(3-pyridylmethyl)-5-(quinol-2-ylmethoxy)-2-methylindol-3-yl]ethyl oxime which is subsequently sapo... Reactants: BrB(Br)Br, ClCCl, CCCC1CC(=O)N(Cn2c(Cl)nc3ccc(OC)cc32)C1, [Na+], O=C([O-])O. Yields the product CCCC1CC(=O)N(Cn2c(Cl)nc3ccc(O)cc32)C1. As a reaction SMILES: [B:1]([Br:2])([Br:3])[Br:4].[Cl:32][CH2:33][Cl:34].[Cl:5][c:6]1[n:7][c:8]2[c:9]([n:10]1[CH2:11][N:12]1[C:13](=[O:20])[CH2:14][CH:15]([CH2:17][CH2:18][CH3:19])[CH2:16]1)[cH:21][c:22]([O:25][CH3:26])[cH:23][cH:24]2.[Na+:31].[O-:27][C:28]([OH:29])=[O:30]>>[Cl:5][c:6]1[n:7][c:8]2[c:9]([n:10]1[CH2:11][N:12]1[C:13](=[O:20])[CH2:14][CH:15]([CH2:17][CH2:18][CH3:19])[CH2:16]1)[cH:21][c:22]([OH:25])[cH:23][cH:24]2. Starting materials: BrC=1C=C(C=NC1Cl)C(=O)O (5-bromo-6-chloro-3-pyridinecarboxylic acid), N[C@H]1[C@@H](CCCC1)O ((1R,2R)-2-amino-1-cyclohexanol), N1=CC(=CC=C1)CO (3-pyridinemethanol), FC1=CC=C(C=C1)B(O)O ((4-fluoro-phenyl)-boronic acid). The product is FC1=CC=C(C=C1)C=1C(=NC=C(C(=O)N[C@H]2[C@@H](CCCC2)O)C1)OCC=1C=NC=CC1 (5-(4-fluoro-phenyl)-N-((1R,2R)-2-hydroxy-cyclohexyl)-6-(pyridin-3-ylmethoxy)-nicotinamide). As a reaction SMILES: Br[C:2]1[CH:3]=[C:4]([C:9]([OH:11])=O)[CH:5]=[N:6][C:7]=1Cl.[N:12]1[CH:17]=[CH:16][CH:15]=[C:14]([CH2:18][OH:19])[CH:13]=1.[F:20][C:21]1[CH:26]=[CH:25][C:24](B(O)O)=[CH:23][CH:22]=1.[NH2:30][C@@H:31]1[CH2:36][CH2:35][CH2:34][CH2:33][C@H:32]1[OH:37]>>[F:20][C:21]1[CH:26]=[CH:25][C:24]([C:16]2[C:17]([O:11][CH2:9][C:4]3[CH:5]=[N:6][CH:7]=[CH:2][CH:3]=3)=[N:12][CH:13]=[C:14]([CH:15]=2)[C:18]([NH:30][C@@H:31]2[CH2:36][CH2:35][CH2:34][CH2:33][C@H:32]2[OH:37])=[O:19])=[CH:23][CH:22]=1. Procedure: The title compound was synthesized in analogy to Example 75, using 5-bromo-6-chloro-3-pyridinecarboxylic acid, 3-pyridinemethanol, (4-fluoro-phenyl)-boronic acid and ((1R,2R)-2-amino-1-cyclohexanol as starting materials to yield 5-(4-fluoro-phenyl)-N-((1R,2R)-2-hydroxy-cyclohexyl)-6-(pyridin-3-ylmethoxy)-nicotinamide, MS (ISP) 422.0 (M+H)+.